Dataset: the Open Reaction Database (ORD), a public repository of structured organic reaction records. Task: describe an organic reaction: reactants, conditions, products, and yield Reactants: C1(=CC=CC=C1)C=1NC=CN1 (2-phenylimidazole), ClC1=C(C(=O)Cl)C(=CC=C1)Cl (2,6-dichlorobenzoyl chloride). Solvent: O1CCCC1 (tetrahydrofuran), O1CCCC1 (tetrahydrofuran). Yields the product ClC1=C(C(=O)N2C(=NC=C2)C2=CC=CC=C2)C(=CC=C1)Cl (1-(2,6-Dichlorobenzoyl)-2-phenyl-imidazole). As a reaction SMILES: [C:1]1([C:7]2[NH:8][CH:9]=[CH:10][N:11]=2)[CH:6]=[CH:5][CH:4]=[CH:3][CH:2]=1.[Cl:12][C:13]1[CH:21]=[CH:20][CH:19]=[C:18]([Cl:22])[C:14]=1[C:15](Cl)=[O:16]>O1CCCC1>[Cl:12][C:13]1[CH:21]=[CH:20][CH:19]=[C:18]([Cl:22])[C:14]=1[C:15]([N:11]1[CH:10]=[CH:9][N:8]=[C:7]1[C:1]1[CH:2]=[CH:3][CH:4]=[CH:5][CH:6]=1)=[O:16]. Procedure details: 173 g of 2-phenylimidazole are dissolved in 600 ml of tetrahydrofuran. To this solution are added dropwise at boiling temperature 129.4 g of 2,6-dichlorobenzoyl chloride, dissolved in 400 ml of tetrahydrofuran, and the mixture is refluxed for 1 hour. The phenylimidazole hydrochloride which precipitates is separated at room temperature by vacuum filtration. The solvent of the filtrate is subsequently removed in the rotary evaporator, and the residue is recrystallised from 600 ml of acetonitrile. ... The product is C(#N)C1=CC=C(S1)C1=C(N=C(S1)NC(C)=O)C (N-[5-(5-cyano-2-thienyl)-4-methyl-1,3-thiazol-2-yl]acetamide). Reactants: ON=CC1=CC=C(S1)C1=C(N=C(S1)NC(C)=O)C (N-(5-{5-[(hydroxyimino)methyl]-2-thienyl}-4-methyl-1,3-thiazol-2-yl)acetamide), ON=CC1=CC=C(S1)C1=C(N=C(S1)NC(C)=O)C (N-(5-{5-[(hydroxyimino)methyl]-2-thienyl}-4-methyl-1,3-thiazol-2-yl)acetamide). Reagents/catalysts: C(C)(=O)[O-].[Cu+2].C(C)(=O)[O-] (copper acetate). Run in N1=CC=CC=C1 (pyridine). RXN SMILES: O[N:2]=[CH:3][C:4]1[S:8][C:7]([C:9]2[S:13][C:12]([NH:14][C:15](=[O:17])[CH3:16])=[N:11][C:10]=2[CH3:18])=[CH:6][CH:5]=1>N1C=CC=CC=1.C([O-])(=O)C.[Cu+2].C([O-])(=O)C>[C:3]([C:4]1[S:8][C:7]([C:9]2[S:13][C:12]([NH:14][C:15](=[O:17])[CH3:16])=[N:11][C:10]=2[CH3:18])=[CH:6][CH:5]=1)#[N:2] |f:2.3.4|. Procedure details: N-(5-{5-[(hydroxyimino)methyl]-2-thienyl}-4-methyl-1,3-thiazol-2-yl)acetamide, Compound (14) (100 mg; 0.36 mmol; 1 eq.), is heated with copper acetate (3.3 mg; 0.018 mmol; 0.05 eq.) in neat pyridine (5 ml) at 75° C. for 1 hour. Reaction mixture is cooled down to room temperature and solvents are evaporated to dryness. The crude material is dissolved in dichloromethane, washed with water (10 ml) and dried over MgSO4. After evaporation of the solvents, the crude product is purified by flash chroma...